From a dataset of the Open Reaction Database (ORD), a public repository of structured organic reaction records. describe an organic reaction: reactants, conditions, products, and yield Reactants: COC(=O)c1cccc(-n2cccc2CN(C)C)c1, CN(C)C=O, CCOC(C)=O, O=C=NS(=O)(=O)Cl, ClCCl, O. The product is COC(=O)c1cccc(-n2c(C#N)ccc2CN(C)C)c1. As a reaction SMILES: [CH3:1][N:2]([CH3:3])[CH2:4][c:5]1[n:6](-[c:10]2[cH:11][c:12]([C:13](=[O:14])[O:15][CH3:16])[cH:17][cH:18][cH:19]2)[cH:7][cH:8][cH:9]1.[CH3:27][N:28]([CH3:29])[CH:30]=[O:31].[CH3:36][CH2:37][O:38][C:39](=[O:40])[CH3:41].[Cl:20][S:21](=[O:23])([N:24]=[C:25]=[O:22])=[O:26].[Cl:33][CH2:34][Cl:35].[OH2:32]>>[CH3:1][N:2]([CH3:3])[CH2:4][c:5]1[n:6](-[c:10]2[cH:11][c:12]([C:13](=[O:14])[O:15][CH3:16])[cH:17][cH:18][cH:19]2)[c:7]([C:25]#[N:24])[cH:8][cH:9]1. Reactants: resultant mixture, OC(C)P(O)=O (α-hydroxyethylphosphinic acid), N1CCOCC1 (morpholine). The solvent is CO (methanol), CO (methanol). Yields the product OC(C)P([O-])=O.[NH2+]1CCOCC1 (morpholinium α-hydroxyethylphosphinate). Reaction SMILES: [OH:1][CH:2]([PH:4](=[O:6])[OH:5])[CH3:3].[NH:7]1[CH2:12][CH2:11][O:10][CH2:9][CH2:8]1>CO>[OH:1][CH:2]([PH:4](=[O:5])[O-:6])[CH3:3].[NH2+:7]1[CH2:12][CH2:11][O:10][CH2:9][CH2:8]1 |f:3.4|. Reported procedure: To a solution of α-hydroxyethylphosphinic acid (330 mg) in methanol, a solution of morpholine (261 mg) in methanol (1 ml) was added, and the resultant mixture was stirred for 2 hours. After removal of methanol by distillation, there was obtained morpholinium α-hydroxyethylphosphinate (Compound No. 14) (556 mg). nD24.5 1.4621.